Task: describe an organic reaction: reactants, conditions, products, and yield. Dataset: the Open Reaction Database (ORD), a public repository of structured organic reaction records Starting materials: C1COCCO1, Cc1c(CN(C)C(=O)C=Cc2ccc(N)nc2)sc2ccccc12, CN(Cc1cc2ccccc2n1C)C(=O)C=Cc1ccc(N)nc1, O=C1CCC(=O)O1. Product: Cc1c(CN(C)C(=O)C=Cc2ccc(N3C(=O)CCC3=O)nc2)sc2ccccc12. RXN SMILES: [CH2:56]1[O:57][CH2:58][CH2:59][O:60][CH2:61]1.[NH2:1][c:2]1[cH:3][cH:4][c:5]([CH:8]=[CH:9][C:10](=[O:11])[N:12]([CH2:13][c:14]2[c:15]([CH3:23])[c:16]3[c:17]([s:18]2)[cH:19][cH:20][cH:21][cH:22]3)[CH3:24])[cH:6][n:7]1.[NH2:25][c:26]1[n:27][cH:28][c:29]([CH:30]=[CH:31][C:32]([N:33]([CH3:34])[CH2:35][c:36]2[n:37]([CH3:38])[c:39]3[c:40]([cH:41]2)[cH:42][cH:43][cH:44][cH:45]3)=[O:46])[cH:47][cH:48]1.[O:49]=[C:50]1[CH2:51][CH2:52][C:53](=[O:54])[O:55]1>>[N:1]1([c:2]2[cH:3][cH:4][c:5]([CH:8]=[CH:9][C:10](=[O:11])[N:12]([CH2:13][c:14]3[c:15]([CH3:23])[c:16]4[c:17]([s:18]3)[cH:19][cH:20][cH:21][cH:22]4)[CH3:24])[cH:6][n:7]2)[C:50](=[O:49])[CH2:51][CH2:52][C:53]1=[O:54]. The reactants are Cc1ccccc1, CC(C)NC(C)C, O=C(O)c1cc(F)cc(C(F)(F)F)c1, CN(C)C=O, O=S(Cl)Cl. The product is CC(C)N(C(=O)c1cc(F)cc(C(F)(F)F)c1)C(C)C. RXN SMILES: [CH3:31][c:32]1[cH:33][cH:34][cH:35][cH:36][cH:37]1.[CH:24]([CH3:25])([CH3:26])[NH:27][CH:28]([CH3:29])[CH3:30].[F:1][c:2]1[cH:3][c:4]([C:5](=[O:6])[OH:7])[cH:8][c:9]([C:11]([F:12])([F:13])[F:14])[cH:10]1.[O:15]=[CH:16][N:17]([CH3:18])[CH3:19].[S:20]([Cl:21])([Cl:22])=[O:23]>>[F:1][c:2]1[cH:3][c:4]([C:5](=[O:7])[N:27]([CH:24]([CH3:25])[CH3:26])[CH:28]([CH3:29])[CH3:30])[cH:8][c:9]([C:11]([F:12])([F:13])[F:14])[cH:10]1. The reactants are O=C(Cl)c1c(F)cccc1F, Nc1cccc(C(=O)c2cn(C3CCCC3)c3ncnc(N)c23)c1, c1ccncc1. The product is Nc1ncnc2c1c(C(=O)c1cccc(NC(=O)c3c(F)cccc3F)c1)cn2C1CCCC1. RXN SMILES: [F:1][c:2]1[c:3]([C:4](=[O:5])[Cl:6])[c:7]([F:11])[cH:8][cH:9][cH:10]1.[NH2:12][c:13]1[c:14]2[c:15]([n:16][cH:17][n:18]1)[n:19]([CH:31]1[CH2:32][CH2:33][CH2:34][CH2:35]1)[cH:20][c:21]2[C:22](=[O:23])[c:24]1[cH:25][c:26]([NH2:30])[cH:27][cH:28][cH:29]1.[cH:36]1[cH:37][cH:38][n:39][cH:40][cH:41]1>>[F:1][c:2]1[c:3]([C:4](=[O:5])[NH:30][c:26]2[cH:25][c:24]([C:22]([c:21]3[c:14]4[c:13]([NH2:12])[n:18][cH:17][n:16][c:15]4[n:19]([CH:31]4[CH2:32][CH2:33][CH2:34][CH2:35]4)[cH:20]3)=[O:23])[cH:29][cH:28][cH:27]2)[c:7]([F:11])[cH:8][cH:9][cH:10]1. Starting materials: CN1CCOCC1, CN(C)C=O, CN1CC(C)(C)Oc2c(C(=O)O)cc(Cl)cc21, CC(C)COC(=O)Cl, CCCCN1CCCC1CN, C1CCOC1. Yields the product CCCCN1CCCC1CNC(=O)c1cc(Cl)cc2c1OC(C)(C)CN2C. Reaction SMILES: [CH3:18][N:19]1[CH2:20][CH2:21][O:22][CH2:23][CH2:24]1.[CH3:49][N:50]([CH3:51])[CH:52]=[O:53].[Cl:1][c:2]1[cH:3][c:4]([C:15](=[O:16])[OH:17])[c:5]2[c:6]([cH:14]1)[N:7]([CH3:13])[CH2:8][C:9]([CH3:11])([CH3:12])[O:10]2.[Cl:25][C:26]([O:27][CH2:28][CH:29]([CH3:30])[CH3:31])=[O:32].[NH2:33][CH2:34][CH:35]1[N:36]([CH2:40][CH2:41][CH2:42][CH3:43])[CH2:37][CH2:38][CH2:39]1.[O:44]1[CH2:45][CH2:46][CH2:47][CH2:48]1>>[Cl:1][c:2]1[cH:3][c:4]([C:15](=[O:17])[NH:33][CH2:34][CH:35]2[N:36]([CH2:40][CH2:41][CH2:42][CH3:43])[CH2:37][CH2:38][CH2:39]2)[c:5]2[c:6]([cH:14]1)[N:7]([CH3:13])[CH2:8][C:9]([CH3:11])([CH3:12])[O:10]2. Starting materials: C(C1=CC=CC=C1)OC1=C2CCCC(C2=C(C=C1)F)C(=O)N(CC=1C=NNC1)C=1C=NC(=CC1)C(C)C (5-benzyloxy-8-fluoro-N-(6-isopropylpyridin-3-yl)-N-[(pyrazol-4-yl)methyl]-1,2,3,4-tetrahydronaphthalene-1-carboxamide), Cl.ClCC1=NC=CC=C1 (2-(chloromethyl)pyridine hydrochloride). Yields the product C(C1=CC=CC=C1)OC1=C2CCCC(C2=C(C=C1)F)C(=O)N(CC=1C=NN(C1)CC1=NC=CC=C1)C=1C=NC(=CC1)C(C)C (5-benzyloxy-8-fluoro-N-(6-isopropylpyridin-3-yl)-N-{[1-(2-pyridylmethyl)pyrazol-4-yl]methyl}-1,2,3,4-tetrahydronaphthalene-1-carboxamide). Isolated yield 73.8%. RXN SMILES: [CH2:1]([O:8][C:9]1[CH:18]=[CH:17][C:16]([F:19])=[C:15]2[C:10]=1[CH2:11][CH2:12][CH2:13][CH:14]2[C:20]([N:22]([C:29]1[CH:30]=[N:31][C:32]([CH:35]([CH3:37])[CH3:36])=[CH:33][CH:34]=1)[CH2:23][C:24]1[CH:25]=[N:26][NH:27][CH:28]=1)=[O:21])[C:2]1[CH:7]=[CH:6][CH:5]=[CH:4][CH:3]=1.Cl.Cl[CH2:40][C:41]1[CH:46]=[CH:45][CH:44]=[CH:43][N:42]=1>>[CH2:1]([O:8][C:9]1[CH:18]=[CH:17][C:16]([F:19])=[C:15]2[C:10]=1[CH2:11][CH2:12][CH2:13][CH:14]2[C:20]([N:22]([C:29]1[CH:30]=[N:31][C:32]([CH:35]([CH3:37])[CH3:36])=[CH:33][CH:34]=1)[CH2:23][C:24]1[CH:28]=[N:27][N:26]([CH2:40][C:41]2[CH:46]=[CH:45][CH:44]=[CH:43][N:42]=2)[CH:25]=1)=[O:21])[C:2]1[CH:7]=[CH:6][CH:5]=[CH:4][CH:3]=1 |f:1.2|. Procedure: By the reaction and treatment in the same manner as in Example 271 using 5-benzyloxy-8-fluoro-N-(6-isopropylpyridin-3-yl)-N-[(pyrazol-4-yl)methyl]-1,2,3,4-tetrahydronaphthalene-1-carboxamide (0.79 g) and 2-(chloromethyl)pyridine hydrochloride (0.49 g) as starting materials, 5-benzyloxy-8-fluoro-N-(6-isopropylpyridin-3-yl)-N-{[1-(2-pyridylmethyl)pyrazol-4-yl]methyl}-1,2,3,4-tetrahydronaphthalene-1-carboxamide (0.69 g) was obtained. Starting materials: CC(C)(C)[Si](C)(C)c1ncc(C2(O)CCNCC2)s1, ClCCl, CC(C)(C)OC(=O)NC1CC(=O)C1. Yields the product CC(C)(C)OC(=O)NC1CC(N2CCC(O)(c3cnc([Si](C)(C)C(C)(C)C)s3)CC2)C1. RXN SMILES: [C:1]([CH3:2])([CH3:3])([CH3:4])[Si:5]([c:6]1[s:7][c:8]([C:11]2([OH:17])[CH2:12][CH2:13][NH:14][CH2:15][CH2:16]2)[cH:9][n:10]1)([CH3:18])[CH3:19].[Cl:33][CH2:34][Cl:35].[O:20]=[C:21]1[CH2:22][CH:23]([NH:25][C:26]([O:27][C:28]([CH3:29])([CH3:30])[CH3:31])=[O:32])[CH2:24]1>>[C:1]([CH3:2])([CH3:3])([CH3:4])[Si:5]([c:6]1[s:7][c:8]([C:11]2([OH:17])[CH2:12][CH2:13][N:14]([CH:21]3[CH2:22][CH:23]([NH:25][C:26]([O:27][C:28]([CH3:29])([CH3:30])[CH3:31])=[O:32])[CH2:24]3)[CH2:15][CH2:16]2)[cH:9][n:10]1)([CH3:18])[CH3:19]. The reactants are FC1=C(C=CC(=C1)C(C(=O)O)=C)C1=CC=CC=C1 (2-(2-fluoro-4-biphenylyl)acrylic acid). The reagents and catalysts are [Pt] (platinum). The solvent is C(C)O (ethanol). Yields the product FC1=C(C=CC(=C1)C(C(=O)O)C)C1=CC=CC=C1 (2-(2-fluoro-4-biphenylyl)propionic acid). Reaction SMILES: [F:1][C:2]1[CH:7]=[C:6]([C:8](=[CH2:12])[C:9]([OH:11])=[O:10])[CH:5]=[CH:4][C:3]=1[C:13]1[CH:18]=[CH:17][CH:16]=[CH:15][CH:14]=1>C(O)C.[Pt]>[F:1][C:2]1[CH:7]=[C:6]([CH:8]([CH3:12])[C:9]([OH:11])=[O:10])[CH:5]=[CH:4][C:3]=1[C:13]1[CH:14]=[CH:15][CH:16]=[CH:17][CH:18]=1. Procedure details: The product of Example 2 (0.5 g.) was hydrogenated in ethanol (10 ml.) at room temperature and atmospheric pressure using a platinum catalyst (5 mg.). After 41/2 hours the mixture was filtered and the filtrate concentrated. The product was recrystallised from a mixture of ether and light petroleum (b.p. 40°-60° C.) to give 2-(2-fluoro-4-biphenylyl)propionic acid, m.p. 112°-113° C.